The task is: describe an organic reaction: reactants, conditions, products, and yield. This data is from the Open Reaction Database (ORD), a public repository of structured organic reaction records. Starting materials: C(C)(=O)O[C@@H]1[C@H](O[C@H]([C@@H]1OC(C)=O)N1C2=NC(=NC(=C2N=C1)Cl)I)COC(C)=O ((2R,3R,4R,5R)-4-(acetyloxy)-2-[(acetyloxy)methyl]-5-(6-chloro-2-iodo-9H-purin-9-yl)tetrahydro-3-furanyl acetate), [Cu](C#N)C#N (copper (II) cyanide). The solvent is CN(C=O)C (N,N-dimethylformamide). Conditions: temperature 115 celsius. The product is C(C)(=O)O[C@@H]1[C@H](O[C@H]([C@@H]1OC(C)=O)N1C2=NC(=NC(=C2N=C1)Cl)C#N)COC(C)=O ((2R,3R,4R,5R)-4-(Acetyloxy)-2-[(acetyloxy)methyl]-5-(6-chloro-2-cyano-9H-purin-9-yl)tetrahydro-3-furanyl acetate). Yield: 54.0%. As a reaction SMILES: [C:1]([O:4][C@H:5]1[C@@H:9]([O:10][C:11](=[O:13])[CH3:12])[C@H:8]([N:14]2[CH:22]=[N:21][C:20]3[C:15]2=[N:16][C:17](I)=[N:18][C:19]=3[Cl:23])[O:7][C@@H:6]1[CH2:25][O:26][C:27](=[O:29])[CH3:28])(=[O:3])[CH3:2].[Cu](C#N)[C:31]#[N:32]>CN(C)C=O>[C:1]([O:4][C@H:5]1[C@@H:9]([O:10][C:11](=[O:13])[CH3:12])[C@H:8]([N:14]2[CH:22]=[N:21][C:20]3[C:15]2=[N:16][C:17]([C:31]#[N:32])=[N:18][C:19]=3[Cl:23])[O:7][C@@H:6]1[CH2:25][O:26][C:27](=[O:29])[CH3:28])(=[O:3])[CH3:2]. Procedure details: A mixture of (2R,3R,4R,5R)-4-(acetyloxy)-2-[(acetyloxy)methyl]-5-(6-chloro-2-iodo-9H-purin-9-yl)tetrahydro-3-furanyl acetate (J. Med. Chem., 1992, 35, 248) (0.5 g, 0.93 mmol) and copper (II) cyanide (0.11 g, 1.23 mmol) in N,N-dimethylformamide was heated at 115° C. for 90 minutes. The solvent was removed under reduced pressure and the residue was purified by column chromatography on silica gel eluting with dichloromethane:ethyl acetate (4:1 by volume) to give a product which was then azeotroped ... Reactants: N#Cc1ccc(CBr)c(CBr)n1, O=C([O-])[O-], C[Si](C)(C)CCOCN1C(=O)Cc2cccnc21, [Cs+], [Cs+], CN(C)C=O. Yields the product C[Si](C)(C)CCOCN1C(=O)C2(Cc3ccc(C#N)nc3C2)c2cccnc21. As a reaction SMILES: [Br:1][CH2:2][c:3]1[cH:4][cH:5][c:6]([C:11]#[N:12])[n:7][c:8]1[CH2:9][Br:10].[C:31](=[O:32])([O-:33])[O-:34].[CH3:13][Si:14]([CH2:15][CH2:16][O:17][CH2:18][N:19]1[C:20](=[O:28])[CH2:21][c:22]2[c:23]1[n:24][cH:25][cH:26][cH:27]2)([CH3:29])[CH3:30].[Cs+:35].[Cs+:36].[O:37]=[CH:38][N:39]([CH3:40])[CH3:41]>>[CH2:2]1[c:3]2[cH:4][cH:5][c:6]([C:11]#[N:12])[n:7][c:8]2[CH2:9][C:21]12[C:20](=[O:28])[N:19]([CH2:18][O:17][CH2:16][CH2:15][Si:14]([CH3:13])([CH3:29])[CH3:30])[c:23]1[c:22]2[cH:27][cH:26][cH:25][n:24]1. Starting materials: [Br-], C1CCOC1, [Mg+]C1CC1, O=C(c1ccccc1)c1ccc2c(c1)nnn2-c1ccccc1. Yields the product OC(c1ccccc1)(c1ccc2c(c1)nnn2-c1ccccc1)C1CC1. RXN SMILES: [Br-:24].[CH2:29]1[O:30][CH2:31][CH2:32][CH2:33]1.[CH:25]1([Mg+:28])[CH2:26][CH2:27]1.[c:1]1([C:7](=[O:8])[c:9]2[cH:10][c:11]3[c:12]([n:13](-[c:16]4[cH:17][cH:18][cH:19][cH:20][cH:21]4)[n:14][n:15]3)[cH:22][cH:23]2)[cH:2][cH:3][cH:4][cH:5][cH:6]1>>[c:1]1([C:7]([OH:8])([c:9]2[cH:10][c:11]3[c:12]([n:13](-[c:16]4[cH:17][cH:18][cH:19][cH:20][cH:21]4)[n:14][n:15]3)[cH:22][cH:23]2)[CH:25]2[CH2:26][CH2:27]2)[cH:2][cH:3][cH:4][cH:5][cH:6]1. Starting materials: CN(C)C=O, C, O, OCCCCC1C=CCC1, O=S(=O)(Cl)Cl, c1ccncc1. Product: ClCCCCC1C=CCC1. As a reaction SMILES: [CH3:24][N:25]([CH3:26])[CH:27]=[O:28].[CH4:22].[OH2:23].[OH:1][CH2:2][CH2:3][CH2:4][CH2:5][CH:6]1[CH:7]=[CH:8][CH2:9][CH2:10]1.[S:17]([Cl:18])(=[O:19])([Cl:20])=[O:21].[cH:11]1[cH:12][cH:13][n:14][cH:15][cH:16]1>>[CH2:2]([CH2:3][CH2:4][CH2:5][CH:6]1[CH:7]=[CH:8][CH2:9][CH2:10]1)[Cl:20]. The reactants are CCOC(C)=O, CCOC(=O)Cc1ccc(Oc2ccc(C(=O)NCCc3ccc(Cl)cc3)cc2)c(Br)c1, Cl, [Na+], C1COCCO1, [OH-], O. Yields the product O=C(O)Cc1ccc(Oc2ccc(C(=O)NCCc3ccc(Cl)cc3)cc2)c(Br)c1. As a reaction SMILES: [CH3:42][CH2:43][O:44][C:45](=[O:46])[CH3:47].[Cl:1][c:2]1[cH:3][cH:4][c:5]([CH2:6][CH2:7][NH:8][C:9](=[O:10])[c:11]2[cH:12][cH:13][c:14]([O:15][c:16]3[c:17]([Br:28])[cH:18][c:19]([CH2:22][C:23](=[O:24])[O:25][CH2:26][CH3:27])[cH:20][cH:21]3)[cH:29][cH:30]2)[cH:31][cH:32]1.[ClH:48].[Na+:34].[O:36]1[CH2:37][CH2:38][O:39][CH2:40][CH2:41]1.[OH-:33].[OH2:35]>>[Cl:1][c:2]1[cH:3][cH:4][c:5]([CH2:6][CH2:7][NH:8][C:9](=[O:10])[c:11]2[cH:12][cH:13][c:14]([O:15][c:16]3[c:17]([Br:28])[cH:18][c:19]([CH2:22][C:23](=[O:24])[OH:25])[cH:20][cH:21]3)[cH:29][cH:30]2)[cH:31][cH:32]1. The reactants are CN, CO, O=C1CCC(F)(F)CC1, [H][H]. Yields the product CNC1CCC(F)(F)CC1. RXN SMILES: [CH3:10][NH2:11].[CH3:14][OH:15].[F:1][C:2]1([F:9])[CH2:3][CH2:4][C:5](=[O:8])[CH2:6][CH2:7]1.[H:12][H:13]>>[F:1][C:2]1([F:9])[CH2:3][CH2:4][CH:5]([NH:11][CH3:10])[CH2:6][CH2:7]1. The reactants are [H-].[Na+] (sodium hydride), C(C)OC1=CC2=C(NC(N2C(CC(C)(C)C)(C)C)=O)C=C1 (5-ethoxy-1,3-dihydro-3-(1,1,3,3-tetramethylbutyl)-2H- benzimidazol-2-one), O (water), COC1=C(C=CC(=C1)[N+](=O)[O-])S(=O)(=O)Cl (2-methoxy-4-nitrobenzenesulfonyl chloride). Run in C1CCOC1 (THF), CN(C)C=O (DMF). Conditions: time 30 minute. Yields the product C(C)OC1=CC2=C(N(C(N2C(CC(C)(C)C)(C)C)=O)S(=O)(=O)C2=C(C=C(C=C2)[N+](=O)[O-])OC)C=C1 (5-Ethoxy-1,3-dihydro-1-(2-methoxy-4-nitrobenzenesulfonyl)-3-(1,1,3,3-tetramethylbutyl)-2H-benzimidazol-2-one). The yield is 63.2%. RXN SMILES: [H-].[Na+].[CH2:3]([O:5][C:6]1[CH:23]=[CH:22][C:9]2[NH:10][C:11](=[O:21])[N:12]([C:13]([CH3:20])([CH3:19])[CH2:14][C:15]([CH3:18])([CH3:17])[CH3:16])[C:8]=2[CH:7]=1)[CH3:4].[CH3:24][O:25][C:26]1[CH:31]=[C:30]([N+:32]([O-:34])=[O:33])[CH:29]=[CH:28][C:27]=1[S:35](Cl)(=[O:37])=[O:36].O>C1COCC1.CN(C=O)C>[CH2:3]([O:5][C:6]1[CH:23]=[CH:22][C:9]2[N:10]([S:35]([C:27]3[CH:28]=[CH:29][C:30]([N+:32]([O-:34])=[O:33])=[CH:31][C:26]=3[O:25][CH3:24])(=[O:36])=[O:37])[C:11](=[O:21])[N:12]([C:13]([CH3:20])([CH3:19])[CH2:14][C:15]([CH3:17])([CH3:16])[CH3:18])[C:8]=2[CH:7]=1)[CH3:4] |f:0.1|. Procedure details: 0.2 g of sodium hydride as a 60% dispersion in oil is added in portions to a solution of 1 g of 5-ethoxy-1,3-dihydro-3-(1,1,3,3-tetramethylbutyl)-2H- benzimidazol-2-one in 10 ml of THF and 20 ml of DMF and the mixture is stirred for 30 minutes at RT. 1.2 g of 2-methoxy-4-nitrobenzenesulfonyl chloride are then added and the mixture is stirred for 5 hours at RT. The reaction mixture is poured into 200 ml of water, extracted with AcOEt, washed with water and dried over Na2SO4 and the solvent is eva...